From a dataset of the Open Reaction Database (ORD), a public repository of structured organic reaction records. describe an organic reaction: reactants, conditions, products, and yield Starting materials: C(O)([O-])=O.[Na+] (sodium hydrogen carbonate), FC1(CC(C1)C(=O)NC1=C(C=CC=C1)[N+](=O)[O-])F (3,3-Difluoro-N-(2-nitrophenyl)cyclobutanecarboxamide), CO (methanol), C(C)(=O)O (acetic acid). The reagents and catalysts are [Pd] (Pd—C). Solvent: C(C)O (ethanol), C(C)(=O)OCC (ethyl acetate). Reaction conditions: time 3 hour. The product is FC1(CC(C1)C1=NC2=C(N1)C=CC=C2)F (2-(3,3-difluorocyclobutyl)-1H-benzo[d]imidazole). Isolated yield 41.6%. As a reaction SMILES: [F:1][C:2]1([F:18])[CH2:5][CH:4]([C:6]([NH:8][C:9]2[CH:14]=[CH:13][CH:12]=[CH:11][C:10]=2[N+:15]([O-])=O)=O)[CH2:3]1.CO.C(O)(=O)C.C(=O)([O-])O.[Na+]>C(O)C.[Pd].C(OCC)(=O)C>[F:1][C:2]1([F:18])[CH2:5][CH:4]([C:6]2[NH:15][C:10]3[CH:11]=[CH:12][CH:13]=[CH:14][C:9]=3[N:8]=2)[CH2:3]1 |f:3.4|. Procedure details: [step 2] 3,3-Difluoro-N-(2-nitrophenyl)cyclobutanecarboxamide (400 mg, 1.56 mmol) obtained in step 1 was dissolved in ethanol (10 mL), methanol (40 mL), and ethyl acetate (40 mL), and 10% Pd—C (120 mg) was added. The reaction system was purged with hydrogen gas, and the mixture was stirred at room temperature for 3 hr. After completion of the reaction, the reaction mixture was filtered through celite, and the solution was concentrated under reduced pressure. To the obtained residue was added ace... Starting materials: BrC1=CC=C(C=C1)[C@H](C)N1C(O[C@](CC1)(C1=CC=CC=C1)CCCNS(=O)(=O)C)=O (N-(3-((R)-3-((S)-1-(4-bromophenyl)ethyl)-2-oxo-6-phenyl-1,3-oxazinan-6-yl)propyl)methanesulfonamide), N1=C(C=CC=C1)B(O)O (pyridine-2-boronic acid). Product: O=C1O[C@](CCN1[C@@H](C)C1=CC=C(C=C1)C1=NC=CC=C1)(C1=CC=CC=C1)CCCNS(=O)(=O)C (N-(3-((R)-2-oxo-6-phenyl-3-((S)-1-(4-(pyridin-2-yl)phenyl)ethyl)-1,3-oxazinan-6-yl)propyl)methanesulfonamide). As a reaction SMILES: Br[C:2]1[CH:7]=[CH:6][C:5]([C@@H:8]([N:10]2[CH2:15][CH2:14][C@:13]([CH2:22][CH2:23][CH2:24][NH:25][S:26]([CH3:29])(=[O:28])=[O:27])([C:16]3[CH:21]=[CH:20][CH:19]=[CH:18][CH:17]=3)[O:12][C:11]2=[O:30])[CH3:9])=[CH:4][CH:3]=1.[N:31]1[CH:36]=[CH:35][CH:34]=[CH:33][C:32]=1B(O)O>>[O:30]=[C:11]1[N:10]([C@H:8]([C:5]2[CH:6]=[CH:7][C:2]([C:32]3[CH:33]=[CH:34][CH:35]=[CH:36][N:31]=3)=[CH:3][CH:4]=2)[CH3:9])[CH2:15][CH2:14][C@:13]([CH2:22][CH2:23][CH2:24][NH:25][S:26]([CH3:29])(=[O:28])=[O:27])([C:16]2[CH:21]=[CH:20][CH:19]=[CH:18][CH:17]=2)[O:12]1. Procedure details: The title compound was prepared from N-(3-((R)-3-((S)-1-(4-bromophenyl)ethyl)-2-oxo-6-phenyl-1,3-oxazinan-6-yl)propyl)methanesulfonamide and pyridine-2-boronic acid following procedures analogous to those described in Example 1 Step 2. LC-MS Method 2 tR=1.017 min, m/z=494.1; 1H NMR (CDCl3) 1.37-1.48 (m, 1H), 1.49 (d, 3H), 1.67 (m, 1H), 1.82-1.99 (m, 2H), 2.05-2.18 (m, 1H), 2.12-2.23 (m, 2H), 2.82 (m, 4H), 3.00 (m, 2H), 4.25 (m, 1H), 5.65 (m, 1H), 6.96 (d, 2H), 7.14-7.29 (m, 6H), 7.55 (d, 1H), 7.... The yield is 37.8%. Reaction conditions: time 30 minute. Run in ClCCl (dichloromethane). The reactants are CC(=CC[C@H](C1=CC(=O)C=2C(=CC=C(C2C1=O)O)O)O)C (shikonin), C1(CCCCC1)N=C=NC1CCCCC1 (dicyclohexylcarbodiimide), C(CCCCCCCCC=C)(=O)O (undecylenic acid). The product is C(CCCCCCCCC=C)(=O)OC(CC=C(C)C)C=1C(C2=C(C=CC(=C2C(C1)=O)O)O)=O (2-(1-undecylenoyloxy-4-methyl-3-pentenyl)-5,8-dihydroxy-1,4-naphthoquinone). Reported procedure: 288 mg (1 mmole) of shikonin, 226 mg (1.1 mmole) of dicyclohexylcarbodiimide and 30 mg (0.25 mmole) of 4-dimethylaminopyridine were dissolved in 3 ml of dry dichloromethane. To the resulting solution was added 184 mg (1 mmole) of undecylenic acid at 0° C. under nitrogen gas, and the mixture was stirred for 30 minutes and then at room temperature for further 3 hours. The resulting product was separated and purified according to the procedures as described in Example 1 to obtain 172 mg (Yield: 38%... The reagents and catalysts are CN(C1=CC=NC=C1)C (4-dimethylaminopyridine). RXN SMILES: [CH3:1][C:2]([CH3:21])=[CH:3][CH2:4][C@@H:5]([OH:20])[C:6]1[C:16](=[O:17])[C:15]2[C:14]([OH:18])=[CH:13][CH:12]=[C:11]([OH:19])[C:10]=2[C:8](=[O:9])[CH:7]=1.C1(N=C=NC2CCCCC2)CCCCC1.[C:37](O)(=[O:48])[CH2:38][CH2:39][CH2:40][CH2:41][CH2:42][CH2:43][CH2:44][CH2:45][CH:46]=[CH2:47]>CN(C)C1C=CN=CC=1.ClCCl>[C:37]([O:20][CH:5]([C:6]1[C:16](=[O:17])[C:15]2[C:10]([C:8](=[O:9])[CH:7]=1)=[C:11]([OH:19])[CH:12]=[CH:13][C:14]=2[OH:18])[CH2:4][CH:3]=[C:2]([CH3:21])[CH3:1])(=[O:48])[CH2:38][CH2:39][CH2:40][CH2:41][CH2:42][CH2:43][CH2:44][CH2:45][CH:46]=[CH2:47]. Starting materials: Cl (HCl), FC(C(CC(=O)O)CN1CC(CCC1)C1=CC(=CC=C1)C(F)(F)F)(F)F (4,4,4-trifluoro-3-((3-(3-(trifluoromethyl)phenyl)piperidin-1-yl)methyl)butanoic acid), NC1=C(C=C(C=C1)Cl)O (2-amino-5-chlorophenol), C1(=CC=C(C=C1)S(=O)(=O)O)C (p-toluenesulfonic acid). Run in dioxanes, C1(=CC=CC=C1)C (toluene), CCOCC.CCCCCC (ether hexane), C(C)(=O)OCC (ethyl acetate). Reaction conditions: temperature 135 celsius. The product is Cl.ClC1=CC2=C(N=C(O2)CC(C(F)(F)F)CN2CC(CCC2)C2=CC(=CC=C2)C(F)(F)F)C=C1 (6-chloro-2-{3,3,3-trifluoro-2-[3-(3-trifluoromethyl-phenyl)-piperidin-1-ylmethyl]-propyl}-benzooxazole hydrochloride). Yield: 48.4%. As a reaction SMILES: [F:1][C:2]([F:26])([F:25])[CH:3]([CH2:8][N:9]1[CH2:14][CH2:13][CH2:12][CH:11]([C:15]2[CH:20]=[CH:19][CH:18]=[C:17]([C:21]([F:24])([F:23])[F:22])[CH:16]=2)[CH2:10]1)[CH2:4][C:5](O)=O.[NH2:27][C:28]1[CH:33]=[CH:32][C:31]([Cl:34])=[CH:30][C:29]=1[OH:35].C1(C)C=CC(S(O)(=O)=O)=CC=1.Cl>C1(C)C=CC=CC=1.C(OCC)(=O)C.CCOCC.CCCCCC>[ClH:34].[Cl:34][C:31]1[CH:32]=[CH:33][C:28]2[N:27]=[C:5]([CH2:4][CH:3]([CH2:8][N:9]3[CH2:14][CH2:13][CH2:12][CH:11]([C:15]4[CH:20]=[CH:19][CH:18]=[C:17]([C:21]([F:24])([F:22])[F:23])[CH:16]=4)[CH2:10]3)[C:2]([F:26])([F:25])[F:1])[O:35][C:29]=2[CH:30]=1 |f:6.7,8.9|. Procedure: In a 5 mL microwave vial, 4,4,4-trifluoro-3-((3-(3-(trifluoromethyl)phenyl)piperidin-1-yl)methyl)butanoic acid (50 mg, 130 μmol), 2-amino-5-chlorophenol (28.1 mg, 196 μmol) and p-toluenesulfonic acid (4.96 mg, 26.1 μmol) were combined in toluene (1.00 ml) to give a dark brown suspension. The tube was sealed and heated in a microwave at 135° C. for 2 h, diluted with ethyl acetate (30 ml), washed with a saturated solution of Na2CO3 (30 ml) and H2O (30 ml), dried over MgSO4, filtered and concentrat... As a reaction SMILES: [CH3:25][C:26]#[N:27].[Cl:17][CH2:18][c:19]1[cH:20][cH:21][cH:22][cH:23][cH:24]1.[K+:11].[K+:12].[O-:13][C:14]([O-:15])=[O:16].[OH:1][c:2]1[cH:3][cH:4][c:5]([N+:8]([O-:9])=[O:10])[cH:6][cH:7]1>>[O:1]([c:2]1[cH:3][cH:4][c:5]([N+:8]([O-:9])=[O:10])[cH:6][cH:7]1)[CH2:18][c:19]1[cH:20][cH:21][cH:22][cH:23][cH:24]1. The reactants are CC#N, ClCc1ccccc1, [K+], [K+], O=C([O-])[O-], O=[N+]([O-])c1ccc(O)cc1. Product: O=[N+]([O-])c1ccc(OCc2ccccc2)cc1.